describe an organic reaction: reactants, conditions, products, and yield From a dataset of the Open Reaction Database (ORD), a public repository of structured organic reaction records. Starting materials: ClC1=NC(=C(C(=N1)Cl)[N+](=O)[O-])Cl (2,4,6-Trichloro-5-nitropyrimidine), O (water). Reagents/catalysts: [Ni] (Raney-Nickel). The solvent is CCO (EtOH). Conditions: time 8 hour. Product: ClC1=NC(=C(C(=N1)Cl)N)Cl (2,4,6-trichloropyrimidin-5-amine). Yield: 149.6%. Reaction SMILES: [Cl:1][C:2]1[N:7]=[C:6]([Cl:8])[C:5]([N+:9]([O-])=O)=[C:4]([Cl:12])[N:3]=1.O>CCO.[Ni]>[Cl:1][C:2]1[N:7]=[C:6]([Cl:8])[C:5]([NH2:9])=[C:4]([Cl:12])[N:3]=1. Procedure: 2,4,6-Trichloro-5-nitropyrimidine (1 g, 4.38 mmol) was suspended in EtOH (10 mL). Raney-Nickel®2800 in water (1.285 g, 21.89 mmol) was added and the vessel was purged with hydrogen gas and stirred at atmospheric pressure and room temperature overnight. After filtration through Celite® the filtrate was evaporated to give 1.3 g of crude 2,4,6-trichloropyrimidin-5-amine. MS [M+H] Found 200. Reactants: Cl.C(C)OC(CN)=O (glycine ethyl ester hydrochloride), C(=O)(Cl)Cl (phosgene), Cl.C(C)OC(CN)=O (glycine ethyl ester hydrochloride). Reagents/catalysts: N1=CC=CC=C1 (pyridine). Solvent: C(C)#N (acetonitrile). The product is [N-]=C=O.C(C)OC(CN)=O (glycine ethyl ester isocyanate). Reaction SMILES: Cl.[CH2:2]([O:4][C:5](=[O:8])[CH2:6][NH2:7])[CH3:3].[C:9](Cl)(Cl)=[O:10]>C(#N)C.N1C=CC=CC=1>[N-:7]=[C:9]=[O:10].[CH2:2]([O:4][C:5](=[O:8])[CH2:6][NH2:7])[CH3:3] |f:0.1,5.6|. Reported procedure: Alternatively, glycine ethyl ester hydrochloride (35.7 g, 0.256 mole) was suspended in dry acetonitrile (300 ml) containing phosgene (50.7 g, 0.512 mole) and the reaction mixture was refluxed. A few drops of dry pyridine was added after 1 hr. of refluxing. Unreacted glycine ethyl ester hydrochloride was filtered off and dry toluene (300 ml) was added then acetonitrile was distilled off. The toluene solution was refluxed for 1 hr. to obtain glycine ethyl ester isocyanate (IR 2250 cm-1). This isoc... Starting materials: CO, COCCOc1ccc(-c2nn(C(c3ccccc3)(c3ccccc3)c3ccccc3)c3ccc([N+](=O)[O-])cc23)cc1F, Cc1ccccc1. The product is COCCOc1ccc(-c2nn(C(c3ccccc3)(c3ccccc3)c3ccccc3)c3ccc(N)cc23)cc1F. RXN SMILES: [CH3:51][OH:52].[F:1][c:2]1[cH:3][c:4](-[c:13]2[n:14][n:15]([C:25]([c:26]3[cH:27][cH:28][cH:29][cH:30][cH:31]3)([c:32]3[cH:33][cH:34][cH:35][cH:36][cH:37]3)[c:38]3[cH:39][cH:40][cH:41][cH:42][cH:43]3)[c:16]3[cH:17][cH:18][c:19]([N+:22]([O-:23])=[O:24])[cH:20][c:21]23)[cH:5][cH:6][c:7]1[O:8][CH2:9][CH2:10][O:11][CH3:12].[c:44]1([CH3:45])[cH:46][cH:47][cH:48][cH:49][cH:50]1>>[F:1][c:2]1[cH:3][c:4](-[c:13]2[n:14][n:15]([C:25]([c:26]3[cH:27][cH:28][cH:29][cH:30][cH:31]3)([c:32]3[cH:33][cH:34][cH:35][cH:36][cH:37]3)[c:38]3[cH:39][cH:40][cH:41][cH:42][cH:43]3)[c:16]3[cH:17][cH:18][c:19]([NH2:22])[cH:20][c:21]23)[cH:5][cH:6][c:7]1[O:8][CH2:9][CH2:10][O:11][CH3:12]. The reactants are CCCCCCC1CC1(C#N)c1ccc(O)cc1, CCCCCCCCOc1ccc(-c2ccc(C(=O)Cl)cc2)cc1, ClCCl, c1ccncc1. The product is CCCCCCCCOc1ccc(-c2ccc(C(=O)Oc3ccc(C4(C#N)CC4CCCCCC)cc3)cc2)cc1. As a reaction SMILES: [C:25](#[N:26])[C:27]1([c:36]2[cH:37][cH:38][c:39]([OH:42])[cH:40][cH:41]2)[CH:28]([CH2:30][CH2:31][CH2:32][CH2:33][CH2:34][CH3:35])[CH2:29]1.[CH2:1]([CH2:2][CH2:3][CH2:4][CH2:5][CH2:6][CH2:7][CH3:8])[O:9][c:10]1[cH:11][cH:12][c:13](-[c:16]2[cH:17][cH:18][c:19]([C:20](=[O:21])[Cl:22])[cH:23][cH:24]2)[cH:14][cH:15]1.[Cl:49][CH2:50][Cl:51].[cH:43]1[cH:44][cH:45][n:46][cH:47][cH:48]1>>[CH2:1]([CH2:2][CH2:3][CH2:4][CH2:5][CH2:6][CH2:7][CH3:8])[O:9][c:10]1[cH:11][cH:12][c:13](-[c:16]2[cH:17][cH:18][c:19]([C:20](=[O:21])[O:42][c:39]3[cH:38][cH:37][c:36]([C:27]4([C:25]#[N:26])[CH:28]([CH2:30][CH2:31][CH2:32][CH2:33][CH2:34][CH3:35])[CH2:29]4)[cH:41][cH:40]3)[cH:23][cH:24]2)[cH:14][cH:15]1. Reactants: CCO, Cl, [H][H], O=[N+]([O-])c1cnc2nc(C(F)(F)F)n(O)c2c1, O. The product is Nc1cnc2nc(C(F)(F)F)n(O)c2c1. RXN SMILES: [CH3:18][CH2:19][OH:20].[ClH:21].[H:22][H:23].[N+:1]([O-:2])(=[O:3])[c:4]1[cH:5][c:6]2[c:7]([n:8][cH:9]1)[n:10][c:11]([C:14]([F:15])([F:16])[F:17])[n:12]2[OH:13].[OH2:24]>>[NH2:1][c:4]1[cH:5][c:6]2[c:7]([n:8][cH:9]1)[n:10][c:11]([C:14]([F:15])([F:16])[F:17])[n:12]2[OH:13]. The reactants are ClC1=C(C(=CC=C1CNC(C(C)(C)C)=O)Cl)NC1=NC2=C(N1C)C=C(C(=C2)C(=O)O)N2CCC(CC2)C(F)(F)F (2-{2,6-dichloro-3-[(2,2-dimethyl-propionylamino)-methyl]-phenylamino}-6-[4-trifluoromethyl-piperidinyl]-1-methyl-1H-benzimidazole-5-carboxylic acid), ClC(=C(C)C)N(C)C ((1-chloro-2-methyl-propenyl)-dimethylamine), ClC=1C=C(N)C=CC1F (3-chloro-4-fluoro-aniline), CCN(C(C)C)C(C)C (DIPEA). Run in CC#N (MeCN), CC#N (MeCN). Run at time 20 minute. Product: ClC=1C=C(C=CC1F)NC(=O)C1=CC2=C(N(C(=N2)NC2=C(C(=CC=C2Cl)CNC(C(C)(C)C)=O)Cl)C)C=C1N1CCC(CC1)C(F)(F)F (N-(3-Chloro-4-fluoro-phenyl)-2-{2,6-dichloro-3-[(2,2-dimethyl-propionylamino)-methyl]-phenylamino}-6-[4-trifluoromethyl-piperidinyl]-1-methyl-1H-benzimidazole-5-carboxylic acid amide). Reaction SMILES: [Cl:1][C:2]1[C:7]([CH2:8][NH:9][C:10](=[O:15])[C:11]([CH3:14])([CH3:13])[CH3:12])=[CH:6][CH:5]=[C:4]([Cl:16])[C:3]=1[NH:17][C:18]1[N:22]([CH3:23])[C:21]2[CH:24]=[C:25]([N:31]3[CH2:36][CH2:35][CH:34]([C:37]([F:40])([F:39])[F:38])[CH2:33][CH2:32]3)[C:26]([C:28]([OH:30])=O)=[CH:27][C:20]=2[N:19]=1.ClC(N(C)C)=C(C)C.[Cl:49][C:50]1[CH:51]=[C:52]([CH:54]=[CH:55][C:56]=1[F:57])[NH2:53].CCN(C(C)C)C(C)C>CC#N>[Cl:49][C:50]1[CH:51]=[C:52]([NH:53][C:28]([C:26]2[C:25]([N:31]3[CH2:32][CH2:33][CH:34]([C:37]([F:39])([F:38])[F:40])[CH2:35][CH2:36]3)=[CH:24][C:21]3[N:22]([CH3:23])[C:18]([NH:17][C:3]4[C:4]([Cl:16])=[CH:5][CH:6]=[C:7]([CH2:8][NH:9][C:10](=[O:15])[C:11]([CH3:14])([CH3:13])[CH3:12])[C:2]=4[Cl:1])=[N:19][C:20]=3[CH:27]=2)=[O:30])[CH:54]=[CH:55][C:56]=1[F:57]. Procedure details: A mixture of 2-{2,6-dichloro-3-[(2,2-dimethyl-propionylamino)-methyl]-phenylamino}-6-[4-trifluoromethyl-piperidinyl]-1-methyl-1H-benzimidazole-5-carboxylic acid (72 mg, 0.120 mmol), (1-chloro-2-methyl-propenyl)-dimethylamine (33 mg, 0.25 mmol) and MeCN (2 mL) is stirred for 20 min. This mixture is added to 3-chloro-4-fluoro-aniline (36 mg, 0.25 mmol) and DIPEA (129 μL, 0.75 mmol) in MeCN (3 mL) and it is stirred overnight. The mixture is concentrated and the residue is taken up in DMF (2 mL) and... Reactants: CCCc1cc(Cl)ncc1C(=O)NC, OCCN1CCNCC1, C1CCOC1. The product is CCCc1cc(N2CCN(CCO)CC2)ncc1C(=O)NC. RXN SMILES: [Cl:1][c:2]1[n:3][cH:4][c:5]([C:6](=[O:7])[NH:8][CH3:9])[c:10]([CH2:12][CH2:13][CH3:14])[cH:11]1.[N:15]1([CH2:21][CH2:22][OH:23])[CH2:16][CH2:17][NH:18][CH2:19][CH2:20]1.[O:24]1[CH2:25][CH2:26][CH2:27][CH2:28]1>>[c:2]1([N:18]2[CH2:17][CH2:16][N:15]([CH2:21][CH2:22][OH:23])[CH2:20][CH2:19]2)[n:3][cH:4][c:5]([C:6](=[O:7])[NH:8][CH3:9])[c:10]([CH2:12][CH2:13][CH3:14])[cH:11]1. Reactants: N[C@H](CCNC(OC(C)(C)C)=O)C1=CC(=C(C=C1)C(F)(F)F)F ((R)-tert-butyl 3-amino-3-(3-fluoro-4-(trifluoromethyl)phenyl)propylcarbamate), O1CCC(CC1)NC=1N=CC2=C(N1)CNCC2 (N-(tetrahydro-2H-pyran-4-yl)-5,6,7,8-tetrahydropyrido[3,4-d]pyrimidin-2-amine), Cl.ClC=1C=C(C=CC1Cl)C(N)C1=CN=CO1 ((3,4-dichlorophenyl)(oxazol-5-yl)methanamine hydrochloride). Yields the product FC=1C=C(C=CC1C(F)(F)F)[C@@H](CCNC(OC(C)(C)C)=O)NC(=O)N1CC=2N=C(N=CC2CC1)NC(C)C ((R)-tert-butyl 3-(3-fluoro-4-(trifluoromethyl)phenyl)-3-(2-(isopropylamino)-5,6,7,8-tetrahydropyrido[3,4-d]pyrimidine-7-carboxamido)propylcarbamate). Yield: 39.0%. RXN SMILES: [NH2:1][C@@H:2]([C:13]1[CH:18]=[CH:17][C:16]([C:19]([F:22])([F:21])[F:20])=[C:15]([F:23])[CH:14]=1)[CH2:3][CH2:4][NH:5][C:6](=[O:12])[O:7][C:8]([CH3:11])([CH3:10])[CH3:9].O1C[CH2:28][CH:27]([NH:30][C:31]2[N:32]=[CH:33][C:34]3[CH2:40][CH2:39][NH:38][CH2:37][C:35]=3[N:36]=2)[CH2:26]C1.Cl.ClC1C=C(C(C2[O:56][CH:55]=NC=2)N)C=CC=1Cl>>[F:23][C:15]1[CH:14]=[C:13]([C@H:2]([NH:1][C:55]([N:38]2[CH2:39][CH2:40][C:34]3[CH:33]=[N:32][C:31]([NH:30][CH:27]([CH3:26])[CH3:28])=[N:36][C:35]=3[CH2:37]2)=[O:56])[CH2:3][CH2:4][NH:5][C:6](=[O:12])[O:7][C:8]([CH3:11])([CH3:9])[CH3:10])[CH:18]=[CH:17][C:16]=1[C:19]([F:20])([F:21])[F:22] |f:2.3|. Procedure: Condensation of 290 and 72 was carried out in accord with the procedure described in step 6 of example 1 except 290 was used in place of 28 and 72 was used in place of 22. The crude product was purified by SiO2 chromatography eluting with DCM/MeOH gradient (500:8 to 500:15) to afford 0.090 g (39.0%) of (R)-tert-butyl 3-(3-fluoro-4-(trifluoromethyl)phenyl)-3-(2-(isopropylamino)-5,6,7,8-tetrahydropyrido[3,4-d]pyrimidine-7-carboxamido)propylcarbamate (292). Starting materials: [BH4-], CO, COc1cc(C=O)ccc1Oc1ccc(C(N)=O)nn1, [Na+], NCCC1CCOCC1. Yields the product COc1cc(CNCCC2CCOCC2)ccc1Oc1ccc(C(N)=O)nn1. RXN SMILES: [BH4-:30].[CH3:32][OH:33].[CH:1](=[O:2])[c:3]1[cH:4][c:5]([O:19][CH3:20])[c:6]([O:7][c:8]2[cH:9][cH:10][c:11]([C:14](=[O:15])[NH2:16])[n:12][n:13]2)[cH:17][cH:18]1.[Na+:31].[O:21]1[CH2:22][CH2:23][CH:24]([CH2:27][CH2:28][NH2:29])[CH2:25][CH2:26]1>>[CH2:1]([c:3]1[cH:4][c:5]([O:19][CH3:20])[c:6]([O:7][c:8]2[cH:9][cH:10][c:11]([C:14](=[O:15])[NH2:16])[n:12][n:13]2)[cH:17][cH:18]1)[NH:29][CH2:28][CH2:27][CH:24]1[CH2:23][CH2:22][O:21][CH2:26][CH2:25]1.